This data is from the Open Reaction Database (ORD), a public repository of structured organic reaction records. The task is: describe an organic reaction: reactants, conditions, products, and yield Reactants: [OH-].[Na+] (NaOH), NC=1C(=NC(=CC1O)C=1C=NN(C1)C)NCC=1C=C2C=CC=NC2=CC1 (3-amino-6-(1-methyl-1H-pyrazol-4-yl)-2-(quinolin-6-ylmethylamino)pyridin-4-ol), C(C)(=O)O (acetic acid), N(=O)[O-].[Na+] (NaNO2). The solvent is O (H2O), O (H2O). Conditions: temperature 0 celsius, time 1 hour. Product: CN1N=CC(=C1)C1=CC(=C2C(=N1)N(N=N2)CC=2C=C1C=CC=NC1=CC2)O (5-(1-Methyl-1H-pyrazol-4-yl)-3-(quinolin-6-ylmethyl)-3H-[1,2,3]triazolo[4,5-b]pyridin-7-ol). The yield is 68.5%. RXN SMILES: [NH2:1][C:2]1[C:3]([NH:15][CH2:16][C:17]2[CH:18]=[C:19]3[C:24](=[CH:25][CH:26]=2)[N:23]=[CH:22][CH:21]=[CH:20]3)=[N:4][C:5]([C:9]2[CH:10]=[N:11][N:12]([CH3:14])[CH:13]=2)=[CH:6][C:7]=1[OH:8].C(O)(=O)C.[N:31]([O-])=O.[Na+].[OH-].[Na+]>O>[CH3:14][N:12]1[CH:13]=[C:9]([C:5]2[N:4]=[C:3]3[N:15]([CH2:16][C:17]4[CH:18]=[C:19]5[C:24](=[CH:25][CH:26]=4)[N:23]=[CH:22][CH:21]=[CH:20]5)[N:31]=[N:1][C:2]3=[C:7]([OH:8])[CH:6]=2)[CH:10]=[N:11]1 |f:2.3,4.5|. Reported procedure: 3-amino-6-(1-methyl-1H-pyrazol-4-yl)-2-(quinolin-6-ylmethylamino)pyridin-4-ol (170 mg, 0.49 mmol) was added to a solution of acetic acid (3 mL) and H2O (3 mL) at 0° C., followed by the addition of NaNO2 (69 mg, 10 mmol) in H2O (0.3 mL). The reaction mixture was stirred at 0° C. for 1 h, then basified with aqueous 30% NaOH to pH=6-7 and purified by chromatography to afford the title compound (120 mg). MS (m/z): 358 (M+1)+.